This data is from the Open Reaction Database (ORD), a public repository of structured organic reaction records. The task is: describe an organic reaction: reactants, conditions, products, and yield The reactants are solution, Cl (hydrogen chloride), C[C@@H]1N([C@@H](CCC1)C)CCNC(CN1C(C(CC1)O)=O)=O ((R/S)-cis-N-[2-(2,6-dimethyl-1-piperidinyl)ethyl]-2-(3-hydroxy-2-oxo-1-pyrrolidinyl)acetamide). The solvent is C(C)O (ethanol), C(C)O (ethanol). The product is Cl.C[C@@H]1N([C@@H](CCC1)C)CCNC(CN1C(C(CC1)O)=O)=O ((R/S)-cis-N-[2-(2,6-dimethyl-1-piperidinyl)ethyl]-2-(3-hydroxy-2-oxo-1-pyrrolidinyl)acetamide hydrochloride). As a reaction SMILES: [CH3:1][C@H:2]1[CH2:7][CH2:6][CH2:5][C@@H:4]([CH3:8])[N:3]1[CH2:9][CH2:10][NH:11][C:12](=[O:21])[CH2:13][N:14]1[CH2:18][CH2:17][CH:16]([OH:19])[C:15]1=[O:20].[ClH:22]>C(O)C>[ClH:22].[CH3:8][C@H:4]1[CH2:5][CH2:6][CH2:7][C@@H:2]([CH3:1])[N:3]1[CH2:9][CH2:10][NH:11][C:12](=[O:21])[CH2:13][N:14]1[CH2:18][CH2:17][CH:16]([OH:19])[C:15]1=[O:20] |f:3.4|. Procedure: 2.97 g of (R/S)-cis-N-[2-(2,6-dimethyl-1-piperidinyl)ethyl]-2-(3-hydroxy-2-oxo-1-pyrrolidinyl)acetamide are dissolved in 10 ml of ethanol. Thereto there are added 1.26 ml of a 7.9N solution of hydrogen chloride in ethanol. Thereupon, the mixture is evaporated and the residue is dried in a high vacuum. There is obtained (R/S)-cis-N-[2-(2,6-dimethyl-1-piperidinyl)ethyl]-2-(3-hydroxy-2-oxo-1-pyrrolidinyl)acetamide hydrochloride which has a decomposition point of 97°. The microanalysis shows the fol... The reactants are COC([C@@H](NC([C@H](NC([C@@H](NC(=O)OCC1=CC=CC=C1)CC1=CNC=N1)=O)CC1=CNC2=CC=CC=C12)=O)C)=O (Nα -Benzyloxycarbonyl-histidyl-D-tryptophyl-alanine Methyl Ester), CO (MeOH), [OH-].[Na+] (NaOH). The solvent is CO.O (methanol water). Conditions: time 2 day. Product: C(C1=CC=CC=C1)OC(=O)N[C@@H](CC1=CNC=N1)C(=O)N[C@H](CC1=CNC2=CC=CC=C12)C(=O)N[C@@H](C)C(=O)O (Nα -Benzyloxycarbonyl-histidyl-D-tryptophyl-alanine). Reaction SMILES: C[O:2][C:3](=[O:41])[C@H:4]([CH3:40])[NH:5][C:6](=[O:39])[C@@H:7]([CH2:29][C:30]1[C:38]2[C:33](=[CH:34][CH:35]=[CH:36][CH:37]=2)[NH:32][CH:31]=1)[NH:8][C:9](=[O:28])[C@H:10]([CH2:22][C:23]1[N:27]=[CH:26][NH:25][CH:24]=1)[NH:11][C:12]([O:14][CH2:15][C:16]1[CH:21]=[CH:20][CH:19]=[CH:18][CH:17]=1)=[O:13].CO.[OH-].[Na+]>CO.O>[CH2:15]([O:14][C:12]([NH:11][C@H:10]([C:9]([NH:8][C@@H:7]([C:6]([NH:5][C@H:4]([C:3]([OH:41])=[O:2])[CH3:40])=[O:39])[CH2:29][C:30]1[C:38]2[C:33](=[CH:34][CH:35]=[CH:36][CH:37]=2)[NH:32][CH:31]=1)=[O:28])[CH2:22][C:23]1[N:27]=[CH:26][NH:25][CH:24]=1)=[O:13])[C:16]1[CH:21]=[CH:20][CH:19]=[CH:18][CH:17]=1 |f:2.3,4.5|. Reported procedure: Under an argon atmosphere, the viscous oil containing tripeptide 20 (ca. 0.253 mol), was hydrolyzed in a solution of MeOH (1500 mL), H20 (500 mL) and NaOH (0.08 g/mL, 11.11 g, 0.278 mol). The reaction was allowed to react at room temperature (ca. 25° C.) while being monitored by HPLC. After two days, HPLC analysis indicated that hydrolysis was complete. The solution was concentrated to a residue in vacuo. Water (500 mL) was then added to the residue. The pH of the resulting solution was ca. 10. ... Starting materials: O=C([O-])O, COC(=O)c1cc(N)ccc1Oc1ccccc1, CCOC(C)=O, O=C(Cl)c1cccc(Cl)c1, [Na+]. The product is COC(=O)c1cc(NC(=O)c2cccc(Cl)c2)ccc1Oc1ccccc1. Reaction SMILES: [C:35](=[O:36])([OH:37])[O-:38].[CH3:1][O:2][C:3]([c:4]1[c:5]([O:11][c:12]2[cH:13][cH:14][cH:15][cH:16][cH:17]2)[cH:6][cH:7][c:8]([NH2:10])[cH:9]1)=[O:18].[CH3:29][CH2:30][O:31][C:32](=[O:33])[CH3:34].[Cl:19][c:20]1[cH:21][c:22]([C:23](=[O:24])[Cl:25])[cH:26][cH:27][cH:28]1.[Na+:39]>>[CH3:1][O:2][C:3]([c:4]1[c:5]([O:11][c:12]2[cH:13][cH:14][cH:15][cH:16][cH:17]2)[cH:6][cH:7][c:8]([NH:10][C:23]([c:22]2[cH:21][c:20]([Cl:19])[cH:28][cH:27][cH:26]2)=[O:24])[cH:9]1)=[O:18]. Product: CNCC1=NC=CN=C1 (N-Methyl-N-(2-pyrazinyl)methylamine). Procedure: The reaction according to Reference Example 11 was carried out using 2-chloromethylpyrazine in lieu of 2,6-dichloro-3-pyridylmethyl chloride to give the title compound as oil. Reactants: ClCC1=NC=CN=C1 (2-chloromethylpyrazine), ClC1=NC(=CC=C1CCl)Cl (2,6-dichloro-3-pyridylmethyl chloride). RXN SMILES: Cl[CH2:2][C:3]1[CH:8]=[N:7][CH:6]=[CH:5][N:4]=1.Cl[C:10]1C(CCl)=CC=C(Cl)[N:11]=1>>[CH3:10][NH:11][CH2:2][C:3]1[CH:8]=[N:7][CH:6]=[CH:5][N:4]=1. The reactants are CO, COCC(Oc1ncnc2c1cnn2-c1ccccc1Cl)C(=O)Nc1ccc(C)cn1, [Pd]. Yields the product COCC(Oc1ncnc2c1cnn2-c1ccccc1)C(=O)Nc1ccc(C)cn1. RXN SMILES: [CH3:32][OH:33].[Cl:1][c:2]1[c:3](-[n:8]2[n:9][cH:10][c:11]3[c:12]2[n:13][cH:14][n:15][c:16]3[O:17][CH:18]([C:19](=[O:20])[NH:21][c:22]2[n:23][cH:24][c:25]([CH3:28])[cH:26][cH:27]2)[CH2:29][O:30][CH3:31])[cH:4][cH:5][cH:6][cH:7]1.[Pd:34]>>[cH:2]1[c:3](-[n:8]2[n:9][cH:10][c:11]3[c:12]2[n:13][cH:14][n:15][c:16]3[O:17][CH:18]([C:19](=[O:20])[NH:21][c:22]2[n:23][cH:24][c:25]([CH3:28])[cH:26][cH:27]2)[CH2:29][O:30][CH3:31])[cH:4][cH:5][cH:6][cH:7]1. Product: CCC(c1ccc(OCc2ccccc2)c(OC)c1)C(C)O. Reactants: CC=C(CC)c1ccc(OCc2ccccc2)c(OC)c1, O. Reaction SMILES: [CH2:1]([CH3:2])[C:3](=[CH:4][CH3:5])[c:6]1[cH:7][c:8]([O:20][CH3:21])[c:9]([O:12][CH2:13][c:14]2[cH:15][cH:16][cH:17][cH:18][cH:19]2)[cH:10][cH:11]1.[OH2:22]>>[CH2:1]([CH3:2])[CH:3]([CH:4]([CH3:5])[OH:22])[c:6]1[cH:7][c:8]([O:20][CH3:21])[c:9]([O:12][CH2:13][c:14]2[cH:15][cH:16][cH:17][cH:18][cH:19]2)[cH:10][cH:11]1.